This data is from the Open Reaction Database (ORD), a public repository of structured organic reaction records. The task is: describe an organic reaction: reactants, conditions, products, and yield Starting materials: C1COCCN1 (effective_coupling_partner), c2ccc(OCOc1ccccc1)cc2 (substrate). Reagents/catalysts: IPr. Run at temperature 80 celsius, time 3 hour. The product is c2ccc(N1CCOCC1)cc2. Reactants: ClC(=O)OCC (ethyl chloroformate), [OH-].[Na+] (sodium hydroxide), CC1=CC(=NN1)C(=O)O (5-methylpyrazole-3-carboxylic acid), Cl.NCCC1=CC=C(C=C1)CCC(=O)OCC (ethyl β-[4-(2-aminoethyl)-phenyl]-propionate hydrochloride). Run in C(C)O (ethanol), O1CCCC1 (tetrahydrofuran), C(C)N(CC)CC (triethylamine). Conditions: time 15 minute. The product is CC1(C=CN=N1)C(=O)NCCC1=CC=C(C=C1)CCC(=O)O (β-{4-[2-(5-methylpyrazole- 5-carboxamido)-ethyl]-phenyl}-propionic acid). Isolated yield 22.0%. RXN SMILES: Cl[C:2](OCC)=O.C[C:8]1[NH:12][N:11]=[C:10]([C:13]([OH:15])=O)[CH:9]=1.Cl.[NH2:17][CH2:18][CH2:19][C:20]1[CH:25]=[CH:24][C:23]([CH2:26][CH2:27][C:28]([O:30]CC)=[O:29])=[CH:22][CH:21]=1.[OH-].[Na+]>C(O)C.C(N(CC)CC)C.O1CCCC1>[CH3:2][C:10]1([C:13]([NH:17][CH2:18][CH2:19][C:20]2[CH:25]=[CH:24][C:23]([CH2:26][CH2:27][C:28]([OH:30])=[O:29])=[CH:22][CH:21]=2)=[O:15])[N:11]=[N:12][CH:8]=[CH:9]1 |f:2.3,4.5|. Reported procedure: 1.27 ml. triethylamino and 0.85 ml. ethyl chloroformate are added at -10° C. to a solution of 1.12 g. 5-methylpyrazole-3-carboxylic acid in 25 ml. anhydrous tetrahydrofuran. After 15 minutes, a further 1.27 ml. triethylamine is added and then 2.57 g. ethyl β-[4-(2-aminoethyl)-phenyl]-propionate hydrochloride. The reaction mixture is stirred for 1 hour at +20° C., filtered with suction and the filtered is evaporated and the residue taken up in methylene chloride. After extraction with 2% hydrochl... Starting materials: Cl.N12C[C@H](C(CC1)CC2)NC(=O)C=2OC1=C(C2)C=CC=C1C=1C=C(C(=O)O)C=CC1 (3-(2-{[(3S)-1-Azabicyclo[2.2.2]oct-3-ylamino]carbonyl}-1-benzofuran-7-yl)-benzoic acid hydrochloride), C(CCC)N (n-butylamine). Product: Cl.N12C[C@H](C(CC1)CC2)NC(=O)C=2OC1=C(C2)C=CC=C1C1=CC(=CC=C1)C(=O)NCCCC (N-[(3S)-1-Azabicyclo[2.2.2]oct-3-yl]-7-{3-[(butylamino)carbonyl]phenyl}-1-benzofuran-2-carboxamide hydrochloride). RXN SMILES: [ClH:1].[N:2]12[CH2:9][CH2:8][CH:5]([CH2:6][CH2:7]1)[C@H:4]([NH:10][C:11]([C:13]1[O:14][C:15]3[C:21]([C:22]4[CH:23]=[C:24]([CH:28]=[CH:29][CH:30]=4)[C:25](O)=[O:26])=[CH:20][CH:19]=[CH:18][C:16]=3[CH:17]=1)=[O:12])[CH2:3]2.[CH2:31]([NH2:35])[CH2:32][CH2:33][CH3:34]>>[ClH:1].[N:2]12[CH2:7][CH2:6][CH:5]([CH2:8][CH2:9]1)[C@H:4]([NH:10][C:11]([C:13]1[O:14][C:15]3[C:21]([C:22]4[CH:30]=[CH:29][CH:28]=[C:24]([C:25]([NH:35][CH2:31][CH2:32][CH2:33][CH3:34])=[O:26])[CH:23]=4)=[CH:20][CH:19]=[CH:18][C:16]=3[CH:17]=1)=[O:12])[CH2:3]2 |f:0.1,3.4|. Procedure details: 50 mg (0.12 mmol) of 3-(2-{[(3S)-1-azabicyclo[2.2.2]oct-3-ylamino]carbonyl}-1-benzofuran-7-yl)benzoic acid hydrochloride (Example 153) and 17.1 mg (0.23 mmol) of n-butylamine are reacted together by general method E. 49.4 mg (87.5% of theory) of the title compound are obtained. The reactants are C1(CC1)C(O)(C=1SC(=CN1)C1=CC(=CC(=C1)[N+](=O)[O-])N1CCOCC1)C1CC1 (dicyclopropyl{5-[3-(morpholin-4-yl)-5-nitrophenyl]-1,3-thiazol-2-yl}methanol), C(C)(=O)O (acetic acid). The reagents and catalysts are [Pd] (Pd/C). Run in C(C)(=O)OCC (ethyl acetate). Conditions: time 4 hour. Yields the product NC=1C=C(C=C(C1)N1CCOCC1)C1=CN=C(S1)C(O)(C1CC1)C1CC1 ({5-[3-amino-5-(morpholin-4-yl)phenyl]-1,3-thiazol-2-yl}(dicyclopropyl)methanol). Isolated yield 100.0%. RXN SMILES: [CH:1]1([C:4]([CH:26]2[CH2:28][CH2:27]2)([C:6]2[S:7][C:8]([C:11]3[CH:16]=[C:15]([N+:17]([O-])=O)[CH:14]=[C:13]([N:20]4[CH2:25][CH2:24][O:23][CH2:22][CH2:21]4)[CH:12]=3)=[CH:9][N:10]=2)[OH:5])[CH2:3][CH2:2]1.C(O)(=O)C>C(OCC)(=O)C.[Pd]>[NH2:17][C:15]1[CH:16]=[C:11]([C:8]2[S:7][C:6]([C:4]([CH:1]3[CH2:2][CH2:3]3)([CH:26]3[CH2:28][CH2:27]3)[OH:5])=[N:10][CH:9]=2)[CH:12]=[C:13]([N:20]2[CH2:25][CH2:24][O:23][CH2:22][CH2:21]2)[CH:14]=1. Procedure: To a solution of the product of Step 4 (239 mg, 0.595 mmol) in ethyl acetate (5.4 mL)/acetic acid (0.54 mL) was added Pd/C (10 wt %, 60 mg, 0.056 mmol) and the reaction flask was purged with N2 and then H2. The reaction was stirred for 4 hr at room temperature under H2 (balloon; 25 mg of Pd/C were added after 2 h to complete the reaction) and then filtered through a microfilter (Glass Acrodisc 25 mm) and was washed with dichloromethane. The filtrate was concentrated, stripped with toluene (3×) a... Starting materials: B, C1CCOC1, CSC, CO, CCN(C(C)C)C(C)C, I, CC(C)(C)OC(=O)N1CC(CC(N)=O)C1. Yields the product CC(C)(C)OC(=O)N1CC(CCN)C1. As a reaction SMILES: [BH3:19].[CH2:30]1[O:31][CH2:32][CH2:33][CH2:34]1.[CH3:16][S:17][CH3:18].[CH3:35][OH:36].[CH:20]([N:21]([CH2:22][CH3:23])[CH:24]([CH3:25])[CH3:26])([CH3:27])[CH3:28].[I:29].[NH2:1][C:2]([CH2:3][CH:4]1[CH2:5][N:6]([C:8](=[O:9])[O:10][C:11]([CH3:12])([CH3:13])[CH3:14])[CH2:7]1)=[O:15]>>[NH2:1][CH2:2][CH2:3][CH:4]1[CH2:5][N:6]([C:8](=[O:9])[O:10][C:11]([CH3:12])([CH3:13])[CH3:14])[CH2:7]1. Starting materials: N1=C(C=CC=C1)C1=NC=CC=C1 (2,2′-bipyridine), C1(CC1)B(O)O (cyclopropylboronic acid), C([O-])([O-])=O.[Na+].[Na+] (sodium carbonate), BrC=1C=C(C=2C=CNC2C1)C(=O)OC (methyl 6-bromo-1H-indole-4-carboxylate). Reagents/catalysts: C(C)(=O)[O-].[Cu+2].C(C)(=O)[O-] (copper(II) acetate). Run in ClCCCl (1,2-dichloroethane), O (water), ClCCCl (1,2-dichloroethane), C(C)(=O)OCC (ethyl acetate). Reaction conditions: temperature 70 celsius, time 3 day. Yields the product BrC=1C=C(C=2C=CN(C2C1)C1CC1)C(=O)OC (methyl 6-bromo-1-cyclopropyl-1H-indole-4-carboxylate). Isolated yield 71.7%. Reaction SMILES: [Br:1][C:2]1[CH:3]=[C:4]([C:11]([O:13][CH3:14])=[O:12])[C:5]2[CH:6]=[CH:7][NH:8][C:9]=2[CH:10]=1.[CH:15]1(B(O)O)[CH2:17][CH2:16]1.C(=O)([O-])[O-].[Na+].[Na+].N1C=CC=CC=1C1C=CC=CN=1>ClCCCl.C([O-])(=O)C.[Cu+2].C([O-])(=O)C.C(OCC)(=O)C.O>[Br:1][C:2]1[CH:3]=[C:4]([C:11]([O:13][CH3:14])=[O:12])[C:5]2[CH:6]=[CH:7][N:8]([CH:15]3[CH2:17][CH2:16]3)[C:9]=2[CH:10]=1 |f:2.3.4,7.8.9|. Procedure: In a oven dried 100 ml RBF equipped, stir bar, septum and Nitrogen inlet was added methyl 6-bromo-1H-indole-4-carboxylate (0.508 g, 2.0 mmol) and 1,2-dichloroethane (7 mL). The solution was stirred for 15 min, then cyclopropylboronic acid (0.344 g, 4.00 mmol) and sodium carbonate (0.424 g, 4.00 mmol) were added. Diluted copper(II) acetate (0.363 g, 2.000 mmol) and 2,2′-bipyridine (0.312 g, 2.000 mmol) in 1,2-dichloroethane (12 mL), heated the mixture, and added the hot suspension to the reaction...